This data is from the Open Reaction Database (ORD), a public repository of structured organic reaction records. The task is: describe an organic reaction: reactants, conditions, products, and yield Starting materials: CC(C)(C)OC(=O)CCC(NC(=O)OCc1ccccc1)C(=O)O, CCN1CCOCC1, CCOC(C)=O, O=C(OC1CCC1)N1CCNCC1, CN(C)C=O. Product: CC(C)(C)OC(=O)CCC(NC(=O)OCc1ccccc1)C(=O)N1CCN(C(=O)OC2CCC2)CC1. Reaction SMILES: [C:1]([CH3:2])([CH3:3])([CH3:4])[O:5][C:6]([CH2:7][CH2:8][CH:9]([C:10](=[O:11])[OH:12])[NH:13][C:14](=[O:15])[O:16][CH2:17][c:18]1[cH:19][cH:20][cH:21][cH:22][cH:23]1)=[O:24].[CH2:38]([N:39]1[CH2:40][CH2:41][O:42][CH2:43][CH2:44]1)[CH3:45].[CH3:51][CH2:52][O:53][C:54](=[O:55])[CH3:56].[CH:25]1([O:29][C:30](=[O:31])[N:32]2[CH2:33][CH2:34][NH:35][CH2:36][CH2:37]2)[CH2:26][CH2:27][CH2:28]1.[O:46]=[CH:47][N:48]([CH3:49])[CH3:50]>>[C:1]([CH3:2])([CH3:3])([CH3:4])[O:5][C:6]([CH2:7][CH2:8][CH:9]([C:10](=[O:12])[N:35]1[CH2:34][CH2:33][N:32]([C:30]([O:29][CH:25]2[CH2:26][CH2:27][CH2:28]2)=[O:31])[CH2:37][CH2:36]1)[NH:13][C:14](=[O:15])[O:16][CH2:17][c:18]1[cH:19][cH:20][cH:21][cH:22][cH:23]1)=[O:24]. Reactants: ClC=1C=CC(=NC1)C#N (5-Chloro-2-cyanopyridine). The reagents and catalysts are [Pd] (Pd/C). Run in CCO (EtOH), Cl (HCl). Run at time 2 hour. Product: ClC=1C=CC(=NC1)CN (C-(5-Chloro-pyridin-2-yl)-methylamine). Reaction SMILES: [Cl:1][C:2]1[CH:3]=[CH:4][C:5]([C:8]#[N:9])=[N:6][CH:7]=1>CCO.Cl.[Pd]>[Cl:1][C:2]1[CH:3]=[CH:4][C:5]([CH2:8][NH2:9])=[N:6][CH:7]=1. Procedure: A mixture of 5-Chloro-2-cyanopyridine (1.5 g, 10.8 mmol) and 10% Pd/C (0.4 g) in EtOH (40 mL) and conc HCl (1.2 mL) is shaken under a H2-atmosphere (1 bar). After 2 h, the reaction mixture is filtered through Celite and carefully washed with THF. Concentration in vacuo and silica gel flash chromatography of the residue affords the title compound as a white solid; ES-MS: M+H=143.0: CtRet=3.33. The reactants are CO, CCO, COc1cccc(N2CCN(C3=Nc4c(F)cccc4C(CC(=O)O)N3c3cc(C(F)(F)F)ccc3OC)CC2)c1, O=S(=O)(O)O. Product: COC(=O)CC1c2cccc(F)c2N=C(N2CCN(c3cccc(OC)c3)CC2)N1c1cc(C(F)(F)F)ccc1OC. As a reaction SMILES: [CH3:47][OH:48].[CH3:49][CH2:50][OH:51].[F:1][c:2]1[cH:3][cH:4][cH:5][c:6]2[c:11]1[N:10]=[C:9]([N:12]1[CH2:13][CH2:14][N:15]([c:18]3[cH:19][c:20]([O:24][CH3:25])[cH:21][cH:22][cH:23]3)[CH2:16][CH2:17]1)[N:8]([c:26]1[c:27]([O:36][CH3:37])[cH:28][cH:29][c:30]([C:32]([F:33])([F:34])[F:35])[cH:31]1)[CH:7]2[CH2:38][C:39](=[O:40])[OH:41].[S:42](=[O:43])(=[O:44])([OH:45])[OH:46]>>[F:1][c:2]1[cH:3][cH:4][cH:5][c:6]2[c:11]1[N:10]=[C:9]([N:12]1[CH2:13][CH2:14][N:15]([c:18]3[cH:19][c:20]([O:24][CH3:25])[cH:21][cH:22][cH:23]3)[CH2:16][CH2:17]1)[N:8]([c:26]1[c:27]([O:36][CH3:37])[cH:28][cH:29][c:30]([C:32]([F:33])([F:34])[F:35])[cH:31]1)[CH:7]2[CH2:38][C:39](=[O:40])[O:41][CH3:47].